This data is from the Open Reaction Database (ORD), a public repository of structured organic reaction records. The task is: describe an organic reaction: reactants, conditions, products, and yield The reactants are CCCCCBr, O=C([O-])[O-], CNCc1ccccc1, CC(C)=O, [K+], [K+]. Product: CCCCCN(C)Cc1ccccc1. Reaction SMILES: [Br:16][CH2:17][CH2:18][CH2:19][CH2:20][CH3:21].[C:10](=[O:11])([O-:12])[O-:13].[CH3:1][NH:2][CH2:3][c:4]1[cH:5][cH:6][cH:7][cH:8][cH:9]1.[CH3:22][C:23](=[O:24])[CH3:25].[K+:14].[K+:15]>>[CH3:1][N:2]([CH2:3][c:4]1[cH:5][cH:6][cH:7][cH:8][cH:9]1)[CH2:17][CH2:18][CH2:19][CH2:20][CH3:21]. Starting materials: C(C1=CC=CC=C1)NC(C1=C(N=CC=C1)OC1=CC(=CC=C1)C(=O)O)=O (N-Benzyl 2-(3-carboxyphenoxy)nicotinamide), CN1CCOCC1 (N-methylmorpholine), ClC(=O)OCC(C)C (isobutyl chloroformate). Solvent: C1CCOC1 (THF). Conditions: temperature -10 celsius, time 30 minute. Product: C(C1=CC=CC=C1)NC(C1=C(N=CC=C1)OC1=CC(=CC=C1)C(NC)=O)=O (N-Benzyl 2-(3-methylcarbamoylphenoxy)nicotinamide). The yield is 60.7%. Reaction SMILES: [CH2:1]([NH:8][C:9](=[O:26])[C:10]1[CH:15]=[CH:14][CH:13]=[N:12][C:11]=1[O:16][C:17]1[CH:22]=[CH:21][CH:20]=[C:19]([C:23](O)=[O:24])[CH:18]=1)[C:2]1[CH:7]=[CH:6][CH:5]=[CH:4][CH:3]=1.[CH3:27][N:28]1CCOCC1.ClC(OCC(C)C)=O>C1COCC1>[CH2:1]([NH:8][C:9](=[O:26])[C:10]1[CH:15]=[CH:14][CH:13]=[N:12][C:11]=1[O:16][C:17]1[CH:22]=[CH:21][CH:20]=[C:19]([C:23](=[O:24])[NH:28][CH3:27])[CH:18]=1)[C:2]1[CH:7]=[CH:6][CH:5]=[CH:4][CH:3]=1. Procedure: N-Benzyl 2-(3-carboxyphenoxy)nicotinamide (1.00 gram, 2.87 mmol) is placed into a 100 ml 3-neck round bottom flask equipped with magnetic stir bar, thermometer, nitrogen inlet and a rubber septum. The flash is charged with 15 ml of THF and N-methylmorpholine (0.29 grams, 2.87 mmol) is added via syringe. The reaction is chilled to -10° C. and isobutyl chloroformate 0.39 grams, 2.87 mmol) added to the reaction via syringe while maintaining the temperature at less than 0° C. The reaction is stirred...